From a dataset of the Open Reaction Database (ORD), a public repository of structured organic reaction records. describe an organic reaction: reactants, conditions, products, and yield The reactants are Cc1ccccc1, CO, COc1cnc(Cl)nc1Cl, NN, [Na+], [Na+], O=C([O-])[O-]. Yields the product COc1cnc(Cl)nc1NN. Reaction SMILES: [CH3:21][c:22]1[cH:23][cH:24][cH:25][cH:26][cH:27]1.[CH3:7][OH:8].[Cl:11][c:12]1[n:13][cH:14][c:15]([O:19][CH3:20])[c:16]([Cl:18])[n:17]1.[NH2:9][NH2:10].[Na+:1].[Na+:2].[O-:3][C:4](=[O:5])[O-:6]>>[NH:9]([NH2:10])[c:16]1[c:15]([O:19][CH3:20])[cH:14][n:13][c:12]([Cl:11])[n:17]1. The reactants are S(=O)(=O)(C1=CC=C(C)C=C1)OCCC1OC2=C(C1)C=CC=C2 (2-(2-tosyloxyethyl)-2,3-dihydrobenzofuran), OC1(CCNCC1)C1=CC=CC=C1 (4-hydroxy-4-phenylpiperidine), C([O-])([O-])=O.[Na+].[Na+] (sodium carbonate). Run in CC(CC(C)=O)C (4-methyl-2-pentanone). The product is OC1(CCN(CC1)CCC1OC2=C(C1)C=CC=C2)C2=CC=CC=C2 (2-[2-(4-hydroxy-4-phenylpiperidino)-ethyl]-2,3-dihydrobenzofuran). As a reaction SMILES: S(O[CH2:12][CH2:13][CH:14]1[CH2:18][C:17]2[CH:19]=[CH:20][CH:21]=[CH:22][C:16]=2[O:15]1)(C1C=CC(C)=CC=1)(=O)=O.[OH:23][C:24]1([C:30]2[CH:35]=[CH:34][CH:33]=[CH:32][CH:31]=2)[CH2:29][CH2:28][NH:27][CH2:26][CH2:25]1.C(=O)([O-])[O-].[Na+].[Na+]>CC(C)CC(=O)C>[OH:23][C:24]1([C:30]2[CH:35]=[CH:34][CH:33]=[CH:32][CH:31]=2)[CH2:29][CH2:28][N:27]([CH2:12][CH2:13][CH:14]2[CH2:18][C:17]3[CH:19]=[CH:20][CH:21]=[CH:22][C:16]=3[O:15]2)[CH2:26][CH2:25]1 |f:2.3.4|. Procedure details: The mixture of 4.6 g of 2-(2-tosyloxyethyl)-2,3-dihydrobenzofuran, 2.64 g of 4-hydroxy-4-phenylpiperidine, 10 g of anhydrous sodium carbonate and 100 ml of 4-methyl-2-pentanone is refluxed for 48 hours. It is filtered, evaporated and the residue recrystallized from isopropanol-petroleum ether, to yield the 2-[2-(4-hydroxy-4-phenylpiperidino)-ethyl]-2,3-dihydrobenzofuran melting at 107°.